Task: describe an organic reaction: reactants, conditions, products, and yield. Dataset: the Open Reaction Database (ORD), a public repository of structured organic reaction records Starting materials: CS(=O)(=O)Cl, OCCc1cc(Nc2ncc3c(n2)-c2ccccc2C(c2ccccc2F)C3)ccc1F. Yields the product CS(=O)(=O)OCCc1cc(Nc2ncc3c(n2)-c2ccccc2C(c2ccccc2F)C3)ccc1F. RXN SMILES: [CH3:33][S:34]([Cl:35])(=[O:36])=[O:37].[F:1][c:2]1[c:3]([CH2:30][CH2:31][OH:32])[cH:4][c:5]([NH:8][c:9]2[n:10][c:11]3[c:16]([cH:17][n:18]2)[CH2:15][CH:14]([c:19]2[c:20]([F:25])[cH:21][cH:22][cH:23][cH:24]2)[c:13]2[c:12]-3[cH:29][cH:28][cH:27][cH:26]2)[cH:6][cH:7]1>>[F:1][c:2]1[c:3]([CH2:30][CH2:31][O:32][S:34]([CH3:33])(=[O:36])=[O:37])[cH:4][c:5]([NH:8][c:9]2[n:10][c:11]3[c:16]([cH:17][n:18]2)[CH2:15][CH:14]([c:19]2[c:20]([F:25])[cH:21][cH:22][cH:23][cH:24]2)[c:13]2[c:12]-3[cH:29][cH:28][cH:27][cH:26]2)[cH:6][cH:7]1.